This data is from the Open Reaction Database (ORD), a public repository of structured organic reaction records. The task is: describe an organic reaction: reactants, conditions, products, and yield The product is COC(=O)CCCCCOc1cc2c(cc1NS(=O)(=O)c1ccc(Cl)cc1)nc(-c1ccccc1)n2-c1ccc(C)cc1. Starting materials: COC(=O)CCCCCOc1cc2c(cc1N)nc(-c1ccccc1)n2-c1ccc(C)cc1, [Cl-], O=S(=O)(O)c1ccc(Cl)cc1. As a reaction SMILES: [CH3:1][O:2][C:3]([CH2:4][CH2:5][CH2:6][CH2:7][CH2:8][O:9][c:10]1[c:11]([NH2:32])[cH:12][c:13]2[c:14]([n:15](-[c:24]3[cH:25][cH:26][c:27]([CH3:30])[cH:28][cH:29]3)[c:16](-[c:18]3[cH:19][cH:20][cH:21][cH:22][cH:23]3)[n:17]2)[cH:31]1)=[O:33].[Cl-:34].[Cl:35][c:36]1[cH:37][cH:38][c:39]([S:42](=[O:43])(=[O:44])[OH:45])[cH:40][cH:41]1>>[CH3:1][O:2][C:3]([CH2:4][CH2:5][CH2:6][CH2:7][CH2:8][O:9][c:10]1[c:11]([NH:32][S:42]([c:39]2[cH:38][cH:37][c:36]([Cl:35])[cH:41][cH:40]2)(=[O:43])=[O:44])[cH:12][c:13]2[c:14]([n:15](-[c:24]3[cH:25][cH:26][c:27]([CH3:30])[cH:28][cH:29]3)[c:16](-[c:18]3[cH:19][cH:20][cH:21][cH:22][cH:23]3)[n:17]2)[cH:31]1)=[O:33]. Starting materials: ClC=1C=C(C=C(C1)F)B(O)O ((3-chloro-5-fluorophenyl)boronic acid), BrC1=C(N=C(S1)C(=O)OCC)C1=CC(=C(C=C1)F)C#N (Ethyl 5-bromo-4-(3-cyano-4-fluorophenyl)-1,3-thiazole-2-carboxylate), C([O-])(O)=O.[Na+] (sodium bicarbonate). The reagents and catalysts are C=1C=CC(=CC1)[P](C=2C=CC=CC2)(C=3C=CC=CC3)[Pd]([P](C=4C=CC=CC4)(C=5C=CC=CC5)C=6C=CC=CC6)([P](C=7C=CC=CC7)(C=8C=CC=CC8)C=9C=CC=CC9)[P](C=1C=CC=CC1)(C=1C=CC=CC1)C=1C=CC=CC1 (tetrakis(triphenylphosphine)palladium). Solvent: COCCOC (DME), O (water). Product: ClC=1C=C(C=C(C1)F)C1=C(N=C(S1)C(=O)O)C1=CC(=C(C=C1)F)C#N (5-(3-Chloro-5-fluorophenyl)-4-(3-cyano-4-fluorophenyl)-1,3-thiazole-2-carboxylic acid). As a reaction SMILES: [Cl:1][C:2]1[CH:3]=[C:4](B(O)O)[CH:5]=[C:6]([F:8])[CH:7]=1.Br[C:13]1[S:17][C:16]([C:18]([O:20]CC)=[O:19])=[N:15][C:14]=1[C:23]1[CH:28]=[CH:27][C:26]([F:29])=[C:25]([C:30]#[N:31])[CH:24]=1.C(=O)(O)[O-].[Na+]>COCCOC.O.C1C=CC([P]([Pd]([P](C2C=CC=CC=2)(C2C=CC=CC=2)C2C=CC=CC=2)([P](C2C=CC=CC=2)(C2C=CC=CC=2)C2C=CC=CC=2)[P](C2C=CC=CC=2)(C2C=CC=CC=2)C2C=CC=CC=2)(C2C=CC=CC=2)C2C=CC=CC=2)=CC=1>[Cl:1][C:2]1[CH:3]=[C:4]([C:13]2[S:17][C:16]([C:18]([OH:20])=[O:19])=[N:15][C:14]=2[C:23]2[CH:28]=[CH:27][C:26]([F:29])=[C:25]([C:30]#[N:31])[CH:24]=2)[CH:5]=[C:6]([F:8])[CH:7]=1 |f:2.3,^1:47,49,68,87|. Procedure details: At room temperature, 256 mg (1.48 mmol) of (3-chloro-5-fluorophenyl)boronic acid are added to 350 mg (0.985 mmol) of the compound from Example 29A and 56.9 mg (0.049 mmol) of tetrakis(triphenylphosphine)palladium in 26 ml of DME. 252 mg (3.01 mmol) of sodium bicarbonate in 11 ml of water are subsequently added, and the mixture is stirred under reflux for 1 h. The reaction solution is subsequently concentrated under reduced pressure and the residue is taken up in ethyl acetate and washed with a s... Reactants: C1(=CC=CC2=CC=CC=C12)S (1-naphthalenethiol), ClC1=C(C=C(S1)C(C)=O)[N+](=O)[O-] (1-(5-Chloro-4-nitro-2-thienyl)ethanone). Yields the product C1(=CC=CC2=CC=CC=C12)SC1=C(C=C(S1)C(C)=O)[N+](=O)[O-] (1-[5-(Naphth-1-ylsulfanyl)-4-nitro-2-thienyl]ethanone). Yield: 29.1%. Reaction SMILES: [C:1]1([SH:11])[C:10]2[C:5](=[CH:6][CH:7]=[CH:8][CH:9]=2)[CH:4]=[CH:3][CH:2]=1.Cl[C:13]1[S:17][C:16]([C:18](=[O:20])[CH3:19])=[CH:15][C:14]=1[N+:21]([O-:23])=[O:22]>>[C:1]1([S:11][C:13]2[S:17][C:16]([C:18](=[O:20])[CH3:19])=[CH:15][C:14]=2[N+:21]([O-:23])=[O:22])[C:10]2[C:5](=[CH:6][CH:7]=[CH:8][CH:9]=2)[CH:4]=[CH:3][CH:2]=1. Reported procedure: Prepared according to the procedure described as in Step B for example 1 from 1-naphthalenethiol (320 mg, 2 mmol) and 1-(5-Chloro-4-nitro-2-thienyl)ethanone (412 mg, 2 mmol) to afforded the title compound as a yellow solid (192 mg, 29% yield). 1H NMR (300 MHz, CDCl3) δ: 8.33 (1H, m), 8.11 (1H, m), 8.08 (1H, s), 7.98 (2H, m), 7.59 (3H, m), 2.43 (3H, s). The reactants are COC(=O)C1=C(O)c2ccc3ccccc3c2S(=O)(=O)N1C, Cc1csc(N)n1. The product is Cc1csc(NC(=O)C2=C(O)c3ccc4ccccc4c3S(=O)(=O)N2C)n1. As a reaction SMILES: [CH3:1][O:2][C:3](=[O:4])[C:5]1=[C:10]([OH:11])[c:9]2[c:8]([c:19]3[c:14]([cH:13][cH:12]2)[cH:15][cH:16][cH:17][cH:18]3)[S:7](=[O:20])(=[O:21])[N:6]1[CH3:22].[NH2:23][c:24]1[s:25][cH:26][c:27]([CH3:29])[n:28]1>>[O:2]=[C:3]([C:5]1=[C:10]([OH:11])[c:9]2[c:8]([c:19]3[c:14]([cH:13][cH:12]2)[cH:15][cH:16][cH:17][cH:18]3)[S:7](=[O:20])(=[O:21])[N:6]1[CH3:22])[NH:23][c:24]1[s:25][cH:26][c:27]([CH3:29])[n:28]1.